This data is from the Open Reaction Database (ORD), a public repository of structured organic reaction records. The task is: describe an organic reaction: reactants, conditions, products, and yield Reactants: C(C)(C)(C)C=1SC2=C(N1)C=C(C(=C2)N=C=S)N2CCN(CC2)C (2-tert-butyl-6-isothiocyanato-5-(4-methyl-piperazin-1-yl)benzothiazole), CN1CCNCC1 (4-methylpiperazine). The product is C(C)(C)(C)C=1SC2=C(N1)C=C(C(=C2)NC(=S)N2CCN(CC2)C)N2CCN(CC2)C (2-tert-butyl-6[(4-methylpiperazin-1-yl)thiocarbonylamino]-5-(4-methyl-piperazin-1-yl)benzothiazole). RXN SMILES: [C:1]([C:5]1[S:6][C:7]2[CH:13]=[C:12]([N:14]=[C:15]=[S:16])[C:11]([N:17]3[CH2:22][CH2:21][N:20]([CH3:23])[CH2:19][CH2:18]3)=[CH:10][C:8]=2[N:9]=1)([CH3:4])([CH3:3])[CH3:2].[CH3:24][N:25]1[CH2:30][CH2:29][NH:28][CH2:27][CH2:26]1>>[C:1]([C:5]1[S:6][C:7]2[CH:13]=[C:12]([NH:14][C:15]([N:28]3[CH2:29][CH2:30][N:25]([CH3:24])[CH2:26][CH2:27]3)=[S:16])[C:11]([N:17]3[CH2:22][CH2:21][N:20]([CH3:23])[CH2:19][CH2:18]3)=[CH:10][C:8]=2[N:9]=1)([CH3:4])([CH3:2])[CH3:3]. Reported procedure: Using the procedure described in Example 1 by reaction of 2-tert-butyl-6-isothiocyanato-5-(4-methyl-piperazin-1-yl)benzothiazole with 4-methylpiperazine is obtained 2-tert-butyl-6[(4-methylpiperazin-1-yl)thiocarbonylamino]-5-(4-methyl-piperazin-1-yl)benzothiazole, melting at 190°-193°. Reactants: Cl (hydrochloric acid), O=C1C(=COC2=C1C=CC=C2)OCC#N ([(4-oxo-4H-1-benzopyran-3-yl)oxy]acetonitrile), [N-]=[N+]=[N-].[Na+] (sodium azide), [Cl-].[NH4+] (ammonium chloride). Run in CN(C)C=O (DMF), O (water). Reaction conditions: temperature 125 celsius. Product: N1N=NN=C1COC1=COC2=C(C1=O)C=CC=C2 (3-(1H-Tetrazol-5-ylmethoxy)-4H-1-benzopyran-4-one). The yield is 59.4%. As a reaction SMILES: [O:1]=[C:2]1[C:7]2[CH:8]=[CH:9][CH:10]=[CH:11][C:6]=2[O:5][CH:4]=[C:3]1[O:12][CH2:13][C:14]#[N:15].[N-:16]=[N+:17]=[N-:18].[Na+].[Cl-].[NH4+].Cl>CN(C=O)C.O>[NH:16]1[C:14]([CH2:13][O:12][C:3]2[C:2](=[O:1])[C:7]3[CH:8]=[CH:9][CH:10]=[CH:11][C:6]=3[O:5][CH:4]=2)=[N:15][N:18]=[N:17]1 |f:1.2,3.4|. Procedure: A mixture of [(4-oxo-4H-1-benzopyran-3-yl)oxy]acetonitrile (2.0 g, 0.01 mole), sodium azide (0.715 g, 0.011 mole) and ammonium chloride (0.56 g, 0.012 mole) in DMF (10 ml) is heated at 125° C. for 7 hrs. under nitrogen. The reaction is cooled overnight and then poured into excess cold water. The aqueous is acidified with 5N hydrochloric acid and the insoluble product is filtered, washed with fresh water and sucked dry. Recrystallization from absolute ethanol gives beige colored crystals (1.45 g,... The reactants are FC1(C(C(C(C1)(F)F)(F)F)(F)F)F (Octafluorocyclopentane), [H][H] (hydrogen). Reagents/catalysts: [C].[Pd] (palladium carbon). Run at temperature 30 celsius, time 10 hour. Product: FC1(C(C(C(C1)F)(F)F)(F)F)F (1,1,2,2,3,3,4-heptafluorocyclopentane). Reaction SMILES: [F:1][C:2]1([F:13])[CH2:6][C:5](F)([F:7])[C:4]([F:10])([F:9])[C:3]1([F:12])[F:11].[H][H]>[C].[Pd]>[F:1][C:2]1([F:13])[CH2:6][CH:5]([F:7])[C:4]([F:9])([F:10])[C:3]1([F:11])[F:12] |f:2.3|. Procedure details: Octafluorocyclopentane (at a purity of 99.9%, 42.4 g, 200 mmol) and 5% palladium carbon (2.12 g) were charged in a 70 ml-autoclave fitted with an agitator, for hydrogenation a hydrogen pressure of 6 kg/cm2 at 50° C. Fifteen hours later when hydrogen consumption was completely ceased, heating was terminated to stop the reaction. After sufficient neutralization with saturated sodium bicarbonate solution, the organic layer was separated, followed by addition of 200 ml of an aqueous sodium carbonate... Reactants: Cl (HCl), CN1CCOCC1 (NMM), ClC1=C(C=C(C=C1)[C@@H]1O[C@@H]([C@H]([C@@H]([C@H]1OCC1=CC=CC=C1)OCC1=CC=CC=C1)OCC1=CC=CC=C1)COCC1=CC=CC=C1)CC(=O)O (2-(2-Chloro-5-((2S,3S,4R,5R,6R)-3,4,5-tris(benzyloxy)-6-(benzyloxymethyl)-tetrahydro-2H-pyran-2-yl)phenyl)acetic acid), Cl.NCC(=O)C1=CSC=C1 (2-amino-1-(thiophen-3yl)ethanone hydrochloride), CCN=C=NCCCN(C)C (EDCI), C=1C=CC2=C(C1)N=NN2O (HOBt). Solvent: CN(C)C=O (DMF). Reaction conditions: time 15 hour. Product: ClC1=C(C=C(C=C1)[C@@H]1O[C@@H]([C@H]([C@@H]([C@H]1OCC1=CC=CC=C1)OCC1=CC=CC=C1)OCC1=CC=CC=C1)COCC1=CC=CC=C1)CC(=O)NCC(C1=CSC=C1)=O (2-(2-Chloro-5-((2S,3S,4R,5R,6R)-3,4,5-tris(benzyloxy)-6-(benzyloxymethyl)-tetrahydro-2H-pyran-2-yl)phenyl)-N-(2-oxo-2-(thiophen-3-yl)ethyl)acetamide). Isolated yield 43.3%. RXN SMILES: [Cl:1][C:2]1[CH:7]=[CH:6][C:5]([C@H:8]2[C@H:13]([O:14][CH2:15][C:16]3[CH:21]=[CH:20][CH:19]=[CH:18][CH:17]=3)[C@@H:12]([O:22][CH2:23][C:24]3[CH:29]=[CH:28][CH:27]=[CH:26][CH:25]=3)[C@H:11]([O:30][CH2:31][C:32]3[CH:37]=[CH:36][CH:35]=[CH:34][CH:33]=3)[C@@H:10]([CH2:38][O:39][CH2:40][C:41]3[CH:46]=[CH:45][CH:44]=[CH:43][CH:42]=3)[O:9]2)=[CH:4][C:3]=1[CH2:47][C:48]([OH:50])=O.Cl.[NH2:52][CH2:53][C:54]([C:56]1[CH:60]=[CH:59][S:58][CH:57]=1)=[O:55].CCN=C=NCCCN(C)C.C1C=CC2N(O)N=NC=2C=1.CN1CCOCC1.Cl>CN(C=O)C>[Cl:1][C:2]1[CH:7]=[CH:6][C:5]([C@H:8]2[C@H:13]([O:14][CH2:15][C:16]3[CH:17]=[CH:18][CH:19]=[CH:20][CH:21]=3)[C@@H:12]([O:22][CH2:23][C:24]3[CH:29]=[CH:28][CH:27]=[CH:26][CH:25]=3)[C@H:38]([O:39][CH2:40][C:41]3[CH:46]=[CH:45][CH:44]=[CH:43][CH:42]=3)[C@@H:10]([CH2:11][O:30][CH2:31][C:32]3[CH:33]=[CH:34][CH:35]=[CH:36][CH:37]=3)[O:9]2)=[CH:4][C:3]=1[CH2:47][C:48]([NH:52][CH2:53][C:54](=[O:55])[C:56]1[CH:60]=[CH:59][S:58][CH:57]=1)=[O:50] |f:1.2|. Procedure details: To a mixture of the carboxylic acid 55 (1.04 g, 1.5 mmol), 2-amino-1-(thiophen-3yl)ethanone hydrochloride (533 mg, 3.0 mmol), EDCI (575 mg, 3.0 mmol), and HOBt (507 mg, 3.75 mmol) in DMF (10 mL) was added NMM (0.83 mL, 7.5 mmol). The resulting mixture was stirred at room temperature for 15 h. The reaction mixture was poured into a HCl solution (1.0 M, 50 mL), and extracted with EtOAc. The organic phase was dried over anhydrous MgSO4, filtered and evaporated under vacuum. The residue was further ... Reactants: CS(=O)(=O)N1CCN(CC1)CC1=CC=2N=C(N=C(C2S1)N1CCOCC1)C=1C=C(C=NC1)C=O (5-[6-(4-methanesulfonyl-piperazin-1-ylmethyl)-4-morpholin-4-yl-thieno[3,2-d]pyrimidin-2-yl]-pyridine-3-carbaldehyde), C(C)(=O)O[BH-](OC(C)=O)OC(C)=O.[Na+] (sodium triacetoxyborohydride). Solvent: CN(C)C=O (DMF). Reaction conditions: temperature 40 celsius. The product is O1CCN(CC1)C=1C2=C(N=C(N1)C=1C=C(C=NC1)CO)C=C(S2)CN2CCN(CC2)S(=O)(=O)C ((5-(4-morpholino-6-((4-N-methylsulfonylpiperazin-1-yl)methyl)thieno[3,2-d]pyrimidin-2-yl)pyridin-3-yl)methanol). The yield is 74.7%. As a reaction SMILES: [CH3:1][S:2]([N:5]1[CH2:10][CH2:9][N:8]([CH2:11][C:12]2[S:20][C:19]3[C:18]([N:21]4[CH2:26][CH2:25][O:24][CH2:23][CH2:22]4)=[N:17][C:16]([C:27]4[CH:28]=[C:29]([CH:33]=[O:34])[CH:30]=[N:31][CH:32]=4)=[N:15][C:14]=3[CH:13]=2)[CH2:7][CH2:6]1)(=[O:4])=[O:3].C(O[BH-](OC(=O)C)OC(=O)C)(=O)C.[Na+]>CN(C=O)C>[O:24]1[CH2:23][CH2:22][N:21]([C:18]2[C:19]3[S:20][C:12]([CH2:11][N:8]4[CH2:7][CH2:6][N:5]([S:2]([CH3:1])(=[O:4])=[O:3])[CH2:10][CH2:9]4)=[CH:13][C:14]=3[N:15]=[C:16]([C:27]3[CH:28]=[C:29]([CH2:33][OH:34])[CH:30]=[N:31][CH:32]=3)[N:17]=2)[CH2:26][CH2:25]1 |f:1.2|. Procedure details: To 60 mg of 5-[6-(4-methanesulfonyl-piperazin-1-ylmethyl)-4-morpholin-4-yl-thieno[3,2-d]pyrimidin-2-yl]-pyridine-3-carbaldehyde 241 (Example 158) in dry DMF was added sodium triacetoxyborohydride (66 mg) and the reaction mixture was heated at 40° C. overnight. After the SCX-2 cartridge work-up, purification on silica and recrystallization from DCM/hexane gave 235 (45 mg). NMR (CDCl3): 1.80-1.90 (1H, br, OH), 2.67-2.71 (4H, m), 2.81 (3H, s), 3.29-3.33 (4H, m), 3.89 (2H, s), 3.89-3.93 (4H, m), 4.0...